From a dataset of the Open Reaction Database (ORD), a public repository of structured organic reaction records. describe an organic reaction: reactants, conditions, products, and yield The reactants are CC(C)(C)OC(=O)NC1CCN(c2ccc(N)cc2)C1, C1CCOC1, CN(C)c1ccccc1, CC(C)O, CC(=O)O, O=[N+]([O-])c1cnc(Cl)nc1NC1CCCC1, O. Product: CC(C)(C)OC(=O)NC1CCN(c2ccc(Nc3ncc([N+](=O)[O-])c(NC4CCCC4)n3)cc2)C1. RXN SMILES: [C:26]([CH3:27])([CH3:28])([CH3:29])[O:30][C:31](=[O:32])[NH:33][CH:34]1[CH2:35][N:36]([c:39]2[cH:40][cH:41][c:42]([NH2:45])[cH:43][cH:44]2)[CH2:37][CH2:38]1.[CH2:46]1[O:47][CH2:48][CH2:49][CH2:50]1.[CH3:17][N:18]([c:19]1[cH:20][cH:21][cH:22][cH:23][cH:24]1)[CH3:25].[CH3:51][CH:52]([OH:53])[CH3:54].[CH3:55][C:56](=[O:57])[OH:58].[Cl:1][c:2]1[n:3][cH:4][c:5]([N+:14](=[O:15])[O-:16])[c:6]([NH:8][CH:9]2[CH2:10][CH2:11][CH2:12][CH2:13]2)[n:7]1.[OH2:59]>>[c:2]1([NH:45][c:42]2[cH:41][cH:40][c:39]([N:36]3[CH2:35][CH:34]([NH:33][C:31]([O:30][C:26]([CH3:27])([CH3:28])[CH3:29])=[O:32])[CH2:38][CH2:37]3)[cH:44][cH:43]2)[n:3][cH:4][c:5]([N+:14](=[O:15])[O-:16])[c:6]([NH:8][CH:9]2[CH2:10][CH2:11][CH2:12][CH2:13]2)[n:7]1. Starting materials: Cl.ClC1=CC(=C(C=C1)OC)NC(=O)C1=CC=NC=C1 (4-Chloro-2-(4-pyridinecarboxamido)anisole hydrochloride). Reagents/catalysts: O=[Pt]=O (Adams' catalyst). Solvent: C(C)O (ethanol). Product: ClC1=CC(=C(C=C1)OC)NC(=O)C1CCNCC1 (4-chloro-2-(piperidine-4-carboxamido)anisole). The yield is 82.4%. Reaction SMILES: Cl.[Cl:2][C:3]1[CH:8]=[CH:7][C:6]([O:9][CH3:10])=[C:5]([NH:11][C:12]([C:14]2[CH:19]=[CH:18][N:17]=[CH:16][CH:15]=2)=[O:13])[CH:4]=1>O=[Pt]=O.C(O)C>[Cl:2][C:3]1[CH:8]=[CH:7][C:6]([O:9][CH3:10])=[C:5]([NH:11][C:12]([CH:14]2[CH2:15][CH2:16][NH:17][CH2:18][CH2:19]2)=[O:13])[CH:4]=1 |f:0.1|. Procedure: 4-Chloro-2-(4-pyridinecarboxamido)anisole hydrochloride (from E14) (10 g) was hydrogenated over Adams' catalyst (0.25 g) at 300 psi in ethanol (250 ml) at 70° for 6 hours. The residue obtained after filtration and evaporation was taken up in a mixture of ethyl acetate and aqueous sodium carbonate, the organic layer was dried (Na2CO3) filtered and evaporated to give 4-chloro-2-(piperidine-4-carboxamido)anisole as a cream-coloured powder (7.4 g). (A portion was recrystallised from ethyl acetate to...